Dataset: the Open Reaction Database (ORD), a public repository of structured organic reaction records. Task: describe an organic reaction: reactants, conditions, products, and yield RXN SMILES: [CH2:1]([CH3:2])[O:3][C:4]([CH:5]([C:6](=[O:7])[O:8][CH2:9][CH3:10])[CH2:11][CH2:12][C:13]#[N:14])=[O:15].[Cl:18][c:19]1[n:20][cH:21][c:22]([N+:26](=[O:27])[O-:28])[cH:23][c:24]1[CH3:25].[H-:16].[Na+:17].[O:29]1[CH2:30][CH2:31][CH2:32][CH2:33]1>>[CH2:1]([CH3:2])[O:3][C:4]([C:5]([C:6](=[O:7])[O:8][CH2:9][CH3:10])([CH2:11][CH2:12][C:13]#[N:14])[c:19]1[n:20][cH:21][c:22]([N+:26](=[O:27])[O-:28])[cH:23][c:24]1[CH3:25])=[O:15]. The product is CCOC(=O)C(CCC#N)(C(=O)OCC)c1ncc([N+](=O)[O-])cc1C. The reactants are CCOC(=O)C(CCC#N)C(=O)OCC, Cc1cc([N+](=O)[O-])cnc1Cl, [H-], [Na+], C1CCOC1. Starting materials: C(C1=CC=CC=C1)(=O)O (benzoic acid), Cl (HCl), NC1=C(C=C(C(=O)O)C=C1I)I (4-amino-3,5-diiodobenzoic acid), N(=O)OC(C)(C)C (t-butyl nitrite). Solvent: CN(C)C=O (DMF), CN(C)C=O (DMF), C(C)OCC (diethyl ether). Run at temperature 50 celsius. Product: IC=1C=C(C(=O)O)C=C(C1)I (3,5-diiodobenzoic acid). RXN SMILES: N[C:2]1[C:10]([I:11])=[CH:9][C:5]([C:6]([OH:8])=[O:7])=[CH:4][C:3]=1[I:12].N(OC(C)(C)C)=O.C(O)(=O)C1C=CC=CC=1.Cl>CN(C=O)C.C(OCC)C>[I:11][C:10]1[CH:9]=[C:5]([CH:4]=[C:3]([I:12])[CH:2]=1)[C:6]([OH:8])=[O:7]. Reported procedure: The titled compound was prepared according to previously reported synthetic procedures under modified conditions (see e.g., Mak et al., J. Org. Chem. 2001, 66, 4476-4486). 4-amino-3,5-diiodobenzoic acid (2.0 g, 5.4 mmol) was added portion-wise to a stirred solution of t-butyl nitrite (1.07 g, 10.4 mmol) in DMF (10 mL) heated at 50° C. in a 3-neck round bottom flask equipped with a reflux condenser. Additional DMF (10 mL) was added halfway through the addition. Gas evolution was observed after ea... Reactants: FC(C1=CC=C(C(=O)C2=CC=C(CBr)C=C2)C=C1)(F)F (4-(4-trifluoromethylbenzoyl)benzyl bromide), ClC1=C(C2=C(C=NN(C2=O)C)N1)Cl (2,3-dichloro-5-methyl-1H-pyrrolo [2,3-d]pyridazin-4(5H)-one), [H-].[Na+] (sodium hydride), O (water). Solvent: CN(C)C=O (DMF), CN(C)C=O (DMF), CN(C)C=O (DMF). Conditions: time 2 hour. Product: ClC1=C(C2=C(C=NN(C2=O)C)N1CC1=CC=C(C=C1)C(C1=CC=C(C=C1)C(F)(F)F)=O)Cl (2,3-Dichloro-5-methyl-1-[4-(4-trifluoromethylbenzoyl) benzyl]-1H-pyrrolo[2,3-d]pyridazin-4(5H)-one). Yield: 50.3%. RXN SMILES: [Cl:1][C:2]1[NH:12][C:5]2[CH:6]=[N:7][N:8]([CH3:11])[C:9](=[O:10])[C:4]=2[C:3]=1[Cl:13].[H-].[Na+].[F:16][C:17]([F:35])([F:34])[C:18]1[CH:33]=[CH:32][C:21]([C:22]([C:24]2[CH:31]=[CH:30][C:27]([CH2:28]Br)=[CH:26][CH:25]=2)=[O:23])=[CH:20][CH:19]=1.O>CN(C=O)C>[Cl:1][C:2]1[N:12]([CH2:28][C:27]2[CH:30]=[CH:31][C:24]([C:22](=[O:23])[C:21]3[CH:32]=[CH:33][C:18]([C:17]([F:16])([F:34])[F:35])=[CH:19][CH:20]=3)=[CH:25][CH:26]=2)[C:5]2[CH:6]=[N:7][N:8]([CH3:11])[C:9](=[O:10])[C:4]=2[C:3]=1[Cl:13] |f:1.2|. Reported procedure: A solution of 2,3-dichloro-5-methyl-1H-pyrrolo [2,3-d]pyridazin-4(5H)-one (404 mg) in DMF (70 ml) was dripped into a suspension of 60% sodium hydride-oil (96 mg) in DMF (10 ml) on an ice-water bath. The mixture was stirred at room temperature for 2 hours, after which a solution of 4-(4-trifluoromethylbenzoyl)benzyl bromide (754 mg) in DMF (15 ml) was added and the mixture was further stirred at room temperature for 15 hours. The reaction was stopped by adding water and the reaction mixture was e...